describe an organic reaction: reactants, conditions, products, and yield From a dataset of the Open Reaction Database (ORD), a public repository of structured organic reaction records. Starting materials: BrC=1C=C(C(=O)N(C)OC)C=C(C1)S(F)(F)(F)(F)F (3-Bromo-N-methoxy-N-methyl-5-(pentafluorosulfanyl)benzamide), COC=1C=C(C=C(C1)S(F)(F)(F)(F)F)C(C)=O (1-[3-Methoxy-5-(pentafluorosulfanyl)phenyl]ethanone). Yields the product BrC=1C=C(C=C(C1)S(F)(F)(F)(F)F)C(C)=O (1-[3-Bromo-5-(pentafluorosulfanyl)phenyl]ethanone). As a reaction SMILES: [Br:1][C:2]1[CH:3]=[C:4]([CH:11]=[C:12]([S:14]([F:19])([F:18])([F:17])([F:16])[F:15])[CH:13]=1)[C:5](N(OC)C)=[O:6].[CH3:20]OC1C=C(C(=O)C)C=C(S(F)(F)(F)(F)F)C=1>>[Br:1][C:2]1[CH:3]=[C:4]([C:5](=[O:6])[CH3:20])[CH:11]=[C:12]([S:14]([F:19])([F:18])([F:17])([F:16])[F:15])[CH:13]=1. Procedure details: 3-Bromo-N-methoxy-N-methyl-5-(pentafluorosulfanyl)benzamide (1.1 g) was converted and worked up analogously to 21d). Purification by means of HPLC was not necessary. 935 mg of the title compound were obtained. Product: Cc1cc(-c2cccc(C3=Nc4cc(N(C)C)c(C)cc4NC(=O)C3)c2)on1. Reactants: Cc1cc(-c2cccc(C(=O)CC(=O)Nc3cc(C)c(N(C)C)cc3NC(=O)OC(C)(C)C)c2)on1, ClCCl, O=C(O)C(F)(F)F. As a reaction SMILES: [C:1]([O:2][C:3](=[O:4])[NH:7][c:8]1[c:9]([NH:18][C:19]([CH2:20][C:21](=[O:5])[c:23]2[cH:24][c:25](-[c:29]3[cH:30][c:31]([CH3:34])[n:32][o:33]3)[cH:26][cH:27][cH:28]2)=[O:35])[cH:10][c:11]([CH3:17])[c:12]([N:14]([CH3:15])[CH3:16])[cH:13]1)([CH3:6])([CH3:22])[CH3:36].[Cl:44][CH2:45][Cl:46].[F:37][C:38]([F:39])([F:40])[C:41]([OH:42])=[O:43]>>[N:7]1=[C:21]([c:23]2[cH:24][c:25](-[c:29]3[cH:30][c:31]([CH3:34])[n:32][o:33]3)[cH:26][cH:27][cH:28]2)[CH2:20][C:19](=[O:35])[NH:18][c:9]2[c:8]1[cH:13][c:12]([N:14]([CH3:15])[CH3:16])[c:11]([CH3:17])[cH:10]2. Yields the product CC(C)(COP(=O)(OC(C)(C)C)OC(C)(C)C)NC(=O)OCc1ccccc1. Reactants: CCN(CC)P(OC(C)(C)C)OC(C)(C)C, C1CCOC1, CCOC(C)=O, ClCCl, CC(C)(CO)NC(=O)OCc1ccccc1, O=C(OO)c1cccc(Cl)c1. RXN SMILES: [CH2:17]([N:18]([CH2:19][CH3:31])[P:20]([O:21][C:22]([CH3:23])([CH3:24])[CH3:25])[O:26][C:27]([CH3:28])([CH3:29])[CH3:30])[CH3:32].[CH2:44]1[O:45][CH2:46][CH2:47][CH2:48]1.[CH3:52][CH2:53][O:54][C:55](=[O:56])[CH3:57].[Cl:49][CH2:50][Cl:51].[OH:1][CH2:2][C:3]([CH3:4])([CH3:5])[NH:6][C:7]([O:8][CH2:9][c:10]1[cH:11][cH:12][cH:13][cH:14][cH:15]1)=[O:16].[OH:33][O:34][C:35]([c:36]1[cH:37][c:38]([Cl:39])[cH:40][cH:41][cH:42]1)=[O:43]>>[O:1]([CH2:2][C:3]([CH3:4])([CH3:5])[NH:6][C:7]([O:8][CH2:9][c:10]1[cH:11][cH:12][cH:13][cH:14][cH:15]1)=[O:16])[P:20]([O:21][C:22]([CH3:23])([CH3:24])[CH3:25])([O:26][C:27]([CH3:28])([CH3:29])[CH3:30])=[O:33]. Reaction SMILES: [CH3:1][C:2]([NH:4][C:5]1[CH:10]=[CH:9][CH:8]=[C:7]([F:11])[CH:6]=1)=[O:3].Br[C:13]1[CH:18]=[CH:17][CH:16]=[CH:15][CH:14]=1>>[F:11][C:7]1[CH:6]=[C:5]([N:4]([C:2](=[O:3])[CH3:1])[C:13]2[CH:18]=[CH:17][CH:16]=[CH:15][CH:14]=2)[CH:10]=[CH:9][CH:8]=1. Yield: 21.2%. Reactants: CC(=O)NC1=CC(=CC=C1)F (3-fluoroacetanilide), BrC1=CC=CC=C1 (bromobenzene). Procedure details: Using 3-fluoroacetanilide (4.6 g) and bromobenzene (9.4 g), a reaction was made in the same manner as in 1) of Production Example 14. The subsequent purification by silica gel column chromatography (developing solvent, ethyl acetate:hexane=1:2) produced 3-fluoro-N-phenylacetanilide (1.46 g; yield, 21%) as a purple oil. Product: FC=1C=C(C=CC1)N(C1=CC=CC=C1)C(C)=O (3-fluoro-N-phenylacetanilide). Starting materials: C1(=C(C=CC=C1)NC(OC1CCN(CC1)CCN(C)C(CCCCCNC1=CC(=C(C=C1)C(N(CCCNC)C)=O)Cl)=O)=O)C1=CC=CC=C1 (1-{2-[{6-[(3-Chloro-4-{methyl[3-(methylamino)propyl]carbamoyl}phenyl)amino]hexanoyl}(methyl)amino]ethyl}piperidin-4-yl biphenyl-2-ylcarbamate), FC(C=1C=C(C(=O)N2CO[C@@](C2)(C2=CC=C(C=C2)F)CCN2CCC3(CC2)[C@H](CC2=CC=CC=C23)OCC(=O)O)C=C(C1)C(F)(F)F)(F)F ({[(2S)-1′-{2-[(5R)-3-[3,5-Bis(trifluoromethyl)benzoyl]-5-(4-fluorophenyl)-1,3-oxazolidin-5-yl]ethyl}-2,3-dihydrospiro[indene-1,4′-piperidin]-2-yl]oxy}acetic acid). The product is Cl.Cl.Cl.C1(=C(C=CC=C1)NC(OC1CCN(CC1)CCN(C)C(CCCCCNC1=CC(=C(C=C1)C(N(C)CCCN(C)C(CO[C@H]1CC2=CC=CC=C2C12CCN(CC2)CC[C@]2(CN(CO2)C(C2=CC(=CC(=C2)C(F)(F)F)C(F)(F)F)=O)C2=CC=C(C=C2)F)=O)=O)Cl)=O)=O)C2=CC=CC=C2 (1-(2-{[6-({4-[{3-[({[(2S)-1′-{2-[(5R)-3-[3,5-Bis(trifluoromethyl)benzoyl]-5-(4-fluorophenyl)-1,3-oxazolidin-5-yl]ethyl}-2,3-dihydrospiro[indene-1,4′-piperidin]-2-yl]oxy}acetyl)(methyl)amino]propyl}(methyl)carbamoyl]-3-chlorophenyl}amino)hexanoyl](methyl)amino}ethyl)piperidin-4-yl biphenyl-2-ylcarbamate trihydrochloride). Isolated yield 134.1%. As a reaction SMILES: [C:1]1([C:45]2[CH:50]=[CH:49][CH:48]=[CH:47][CH:46]=2)[CH:6]=[CH:5][CH:4]=[CH:3][C:2]=1[NH:7][C:8](=[O:44])[O:9][CH:10]1[CH2:15][CH2:14][N:13]([CH2:16][CH2:17][N:18]([C:20](=[O:43])[CH2:21][CH2:22][CH2:23][CH2:24][CH2:25][NH:26][C:27]2[CH:32]=[CH:31][C:30]([C:33](=[O:41])[N:34]([CH3:40])[CH2:35][CH2:36][CH2:37][NH:38][CH3:39])=[C:29]([Cl:42])[CH:28]=2)[CH3:19])[CH2:12][CH2:11]1.[F:51][C:52]([F:99])([F:98])[C:53]1[CH:54]=[C:55]([CH:91]=[C:92]([C:94]([F:97])([F:96])[F:95])[CH:93]=1)[C:56]([N:58]1[CH2:62][C@@:61]([CH2:70][CH2:71][N:72]2[CH2:77][CH2:76][C:75]3([C:85]4[C:80](=[CH:81][CH:82]=[CH:83][CH:84]=4)[CH2:79][C@@H:78]3[O:86][CH2:87][C:88](O)=[O:89])[CH2:74][CH2:73]2)([C:63]2[CH:68]=[CH:67][C:66]([F:69])=[CH:65][CH:64]=2)[O:60][CH2:59]1)=[O:57]>>[ClH:42].[ClH:42].[ClH:42].[C:1]1([C:45]2[CH:50]=[CH:49][CH:48]=[CH:47][CH:46]=2)[CH:6]=[CH:5][CH:4]=[CH:3][C:2]=1[NH:7][C:8](=[O:44])[O:9][CH:10]1[CH2:15][CH2:14][N:13]([CH2:16][CH2:17][N:18]([C:20](=[O:43])[CH2:21][CH2:22][CH2:23][CH2:24][CH2:25][NH:26][C:27]2[CH:32]=[CH:31][C:30]([C:33](=[O:41])[N:34]([CH2:35][CH2:36][CH2:37][N:38]([C:88](=[O:89])[CH2:87][O:86][C@@H:78]3[C:75]4([CH2:76][CH2:77][N:72]([CH2:71][CH2:70][C@:61]5([C:63]6[CH:68]=[CH:67][C:66]([F:69])=[CH:65][CH:64]=6)[O:60][CH2:59][N:58]([C:56](=[O:57])[C:55]6[CH:91]=[C:92]([C:94]([F:95])([F:96])[F:97])[CH:93]=[C:53]([C:52]([F:99])([F:51])[F:98])[CH:54]=6)[CH2:62]5)[CH2:73][CH2:74]4)[C:85]4[C:80](=[CH:81][CH:82]=[CH:83][CH:84]=4)[CH2:79]3)[CH3:39])[CH3:40])=[C:29]([Cl:42])[CH:28]=2)[CH3:19])[CH2:12][CH2:11]1 |f:2.3.4.5|. Procedure: The compound (92.0 mg, 0.130 mmol) obtained in Example 85c and the compound (108 mg, 0.156 mmol) obtained in Example 1j were used to give the title compound (65 mg; yield, 34%) as a white solid according to the method described in Example 80c. The reactants are C(C)(C)(C)OC(=O)NCCOC1=NOC(=C1C(=O)O)C1=CC=CC=C1 (3-(2-(N-tert-Butoxycarbonylamino)ethoxy)-4-carboxy-5-phenylisoxazole), CO (methanol), ice. Solvent: C1=CC=CC=C1 (benzene), C[Si](C)(C)C=[N+]=[N-] (trimethylsilyldiazomethane). Conditions: time 30 minute. The product is C(C)(C)(C)OC(=O)NCCOC1=NOC(=C1C(=O)OC)C1=CC=CC=C1 (3-(2-(N-tert-Butoxycarbonylamino)ethoxy)-4-methoxycarbonyl-5-phenylisoxazole). The yield is 81.0%. As a reaction SMILES: [C:1]([O:5][C:6]([NH:8][CH2:9][CH2:10][O:11][C:12]1[C:16]([C:17]([OH:19])=[O:18])=[C:15]([C:20]2[CH:25]=[CH:24][CH:23]=[CH:22][CH:21]=2)[O:14][N:13]=1)=[O:7])([CH3:4])([CH3:3])[CH3:2].[CH3:26]O>C1C=CC=CC=1.C[Si](C=[N+]=[N-])(C)C>[C:1]([O:5][C:6]([NH:8][CH2:9][CH2:10][O:11][C:12]1[C:16]([C:17]([O:19][CH3:26])=[O:18])=[C:15]([C:20]2[CH:25]=[CH:24][CH:23]=[CH:22][CH:21]=2)[O:14][N:13]=1)=[O:7])([CH3:4])([CH3:2])[CH3:3]. Reported procedure: 3-(2-(N-tert-Butoxycarbonylamino)ethoxy)-4-carboxy-5-phenylisoxazole (0.2 g) was dissolved in a mixture of methanol and benzene (1:5, 10 ml), and trimethylsilyldiazomethane (0.6 ml, 2.0M hexane solution) was added dropwise thereto under ice-cooling, followed by stirring of the mixture at room temperature for 30 minutes. The reaction mixture was poured into an ice-cold water and extracted with ethyl acetate. The organic layer was washed with a saturated aqueous NaCl solution and dried over anhydr... Reactants: C1(CC1)[C@H]([C@@H](C(=O)OC)OS(=O)(=O)C1=CC=C(C=C1)C)O (methyl (2S,3R)-3-cyclopropyl-3-hydroxy-2-(p-toluenesulfonyloxy)propionate), O (water), C([O-])([O-])=O.[K+].[K+] (potassium carbonate). Run in C(C)#N (acetonitrile). Conditions: temperature 50 celsius, time 2 day. Product: C1(CC1)[C@@H]1[C@H](C(=O)OC)O1 (methyl (2R,3R)-3-cyclopropyl-2,3-epoxypropionate). Reaction SMILES: [CH:1]1([C@@H:4]([OH:21])[C@H:5](OS(C2C=CC(C)=CC=2)(=O)=O)[C:6]([O:8][CH3:9])=[O:7])[CH2:3][CH2:2]1.O.C(=O)([O-])[O-].[K+].[K+]>C(#N)C>[CH:1]1([C@H:4]2[O:21][C@H:5]2[C:6]([O:8][CH3:9])=[O:7])[CH2:2][CH2:3]1 |f:2.3.4|. Procedure: To a solution of 2.97 g of methyl (2S,3R)-3-cyclopropyl-3-hydroxy-2-(p-toluenesulfonyloxy)propionate in 50 ml of acetonitrile are added 10.86 ml of water and 3.96 g of potassium carbonate successively at room temperature. Then, the reaction mixture is stirred at 50° C. for 2 days. The reaction mixture is cooled to room temperature, and insoluble materials are removed by filtration. The filtrate is concentrated under reduced pressure. The residue is purified by silica gel column chromatography (s... The reactants are ClC1=NC=NC2=CC=C(C=C12)C1=CC=C(C=C1)F (4-chloro-6-(4-fluorophenyl)-quinazoline), C1(CCCC1)N (cyclopentylamine). Yields the product C1(CCCC1)NC1=NC=NC2=CC=C(C=C12)C1=CC=C(C=C1)F (4-(N-cyclopentylamino)-6-(4-fluorophenyl)-quinazoline). RXN SMILES: Cl[C:2]1[C:11]2[C:6](=[CH:7][CH:8]=[C:9]([C:12]3[CH:17]=[CH:16][C:15]([F:18])=[CH:14][CH:13]=3)[CH:10]=2)[N:5]=[CH:4][N:3]=1.[CH:19]1([NH2:24])[CH2:23][CH2:22][CH2:21][CH2:20]1>>[CH:19]1([NH:24][C:2]2[C:11]3[C:6](=[CH:7][CH:8]=[C:9]([C:12]4[CH:17]=[CH:16][C:15]([F:18])=[CH:14][CH:13]=4)[CH:10]=3)[N:5]=[CH:4][N:3]=2)[CH2:23][CH2:22][CH2:21][CH2:20]1. Procedure: This compound was synthesized from 4-chloro-6-(4-fluorophenyl)-quinazoline and cyclopentylamine in 78%, using the procedure described example 37 and was characterized by its mass spectrum as follows: MS (m/z): 308 ([M+H]+, 100). Reactants: C1(C=CC(C2=CC=CC=C12)=O)=O (1,4-naphthoquinone), C(CCCCCCC)N1C=CC=C1 (N-octylpyrrole). Run in C(C)(=O)O (acetic acid). Product: C(CCCCCCC)N1C(=CC=C1C=1C(C2=CC=CC=C2C(C1)=O)=O)C=1C(C2=CC=CC=C2C(C1)=O)=O (1-octyl-2,5-bis(1,4-naphthoquinon-2-yl)pyrrole). The yield is 49.0%. As a reaction SMILES: [C:1]1(=[O:12])[C:10]2[C:5](=[CH:6][CH:7]=[CH:8][CH:9]=2)[C:4](=[O:11])[CH:3]=[CH:2]1.[CH2:13]([N:21]1[CH:25]=[CH:24][CH:23]=[CH:22]1)[CH2:14][CH2:15][CH2:16][CH2:17][CH2:18][CH2:19][CH3:20]>C(O)(=O)C>[CH2:13]([N:21]1[C:22]([C:3]2[C:4](=[O:11])[C:5]3[C:10]([C:1](=[O:12])[CH:2]=2)=[CH:9][CH:8]=[CH:7][CH:6]=3)=[CH:23][CH:24]=[C:25]1[C:3]1[C:4](=[O:11])[C:5]2[C:10]([C:1](=[O:12])[CH:2]=1)=[CH:9][CH:8]=[CH:7][CH:6]=2)[CH2:14][CH2:15][CH2:16][CH2:17][CH2:18][CH2:19][CH3:20]. Procedure: The same procedure as in Example 7 was followed by stirring 10 millimol of 1,4-naphthoquinone with 2.5 millimol of N-octylpyrrole in 40 ml of acetic acid at 50° C. for 5 hours. The 1-octyl-2,5-bis(1,4-naphthoquinon-2-yl)pyrrole was thus obtained in a yield of 49% after chromatography on a column of silica.